This data is from the Open Reaction Database (ORD), a public repository of structured organic reaction records. The task is: describe an organic reaction: reactants, conditions, products, and yield The reactants are N1(CCCC1)C(=O)NC1=C(C=C(C(=C1)OC)OC)S(=O)C (N-pyrrolidinylcarbonyl-2-methylsulfinyl-4,5-dimethoxyaniline), C1(=C(C(=CC(=C1)C)C)S(=O)(=O)ON)C (O-mesitylenesulfonylhydroxylamine). Run in C(C)#N (acetonitrile). Yields the product CS(=O)(=N)C1=C(C=C(C(=C1)OC)OC)NC(=O)N1CCCC1 (S-methyl-S-[2-(pyrrolidinylcarbonylamino)-4,5-dimethoxyphenyl]sulfoximine). As a reaction SMILES: [N:1]1([C:6]([NH:8][C:9]2[CH:14]=[C:13]([O:15][CH3:16])[C:12]([O:17][CH3:18])=[CH:11][C:10]=2[S:19]([CH3:21])=[O:20])=[O:7])[CH2:5][CH2:4][CH2:3][CH2:2]1.C1(C)C=C(C)C=C(C)C=1S(O[NH2:34])(=O)=O>C(#N)C>[CH3:21][S:19]([C:10]1[CH:11]=[C:12]([O:17][CH3:18])[C:13]([O:15][CH3:16])=[CH:14][C:9]=1[NH:8][C:6]([N:1]1[CH2:5][CH2:4][CH2:3][CH2:2]1)=[O:7])(=[NH:34])=[O:20]. Procedure details: A reaction mixture containing 51.7 g. of N-pyrrolidinylcarbonyl-2-methylsulfinyl-4,5-dimethoxyaniline and 0.48 mole of O-mesitylenesulfonylhydroxylamine (prepared by the procedure of Tamura et al., J. Org. Chem. 38, 1239, 1973) and 1 l. of acetonitrile was stirred for 48 hours at ambient temperature. The reaction was then concentrated at reduced pressure and the resulting residue dissolved in 2 l. of methylene chloride. The methylene chloride solution was shaken with 1500 ml. of cold water conta...